Dataset: the Open Reaction Database (ORD), a public repository of structured organic reaction records. Task: describe an organic reaction: reactants, conditions, products, and yield Reactants: C(C(=C)C)(=O)[O-] (methacrylate), CC(C)(C#N)N=NC(C)(C)C#N (AIBN), C(C=C)(=O)OF (fluoro acrylate). Run in C1CCOC1 (THF). Yields the product perfluoroalkyl acrylate, C(C(=C)C)(=O)O (methacrylic acid), C(C(=C)C)(=O)OCCO (2-hydroxyethyl methacrylate). As a reaction SMILES: [C:1](OF)(=[O:4])[CH:2]=C.[C:7]([O-:12])(=[O:11])[C:8]([CH3:10])=[CH2:9].CC(N=NC(C#N)(C)C)(C#N)C>C1COCC1>[C:7]([OH:12])(=[O:11])[C:8]([CH3:10])=[CH2:9].[C:7]([O:12][CH2:2][CH2:1][OH:4])(=[O:11])[C:8]([CH3:10])=[CH2:9]. Reported procedure: This example illustrates conjoint use of the fluoro acrylate and methacrylate. 75.81 g (40.8 wt. %) of the perfluoroalkyl methacrylate (DuPont's Zonyl-TM), 72.3 g (38.9 wt. %) of the perfluoroalkyl acrylate (Hoechst-Celanese NUVA HF), 17.61 g (9.5 wt. %) of methacrylic acid, and 19.98 g (10.8 wt. %) of 2-hydroxyethyl methacrylate were polymerized in 300 ml THF, using 0.55 g AIBN as initiator, employing above-described procedure. Yield: 79.1%. Starting materials: ClC1=CC=NC=2N1N=CC2 (7-chloropyrazolo[1,5-a]pyrimidine), Cl.C(C)(C)(C)C=1C=C(N)C=C(C1O)C(C)(C)C (3,5-di-t-butyl-4-hydroxyaniline hydrochloride), CCN(CC)C=1C=CC=CC1 (diethylaniline). The solvent is C1(=CC=CC=C1)C (toluene). Run at temperature 120 celsius. Product: C(C)(C)(C)C=1C=C(C=C(C1O)C(C)(C)C)NC1=CC=NC=2N1N=CC2 (7-(3,5-di-t-butyl-4-hydroxyphenyl)aminopyrazolo[1,5-a]pyrimidine). Yield: 40.4%. Reaction SMILES: Cl[C:2]1[N:7]2[N:8]=[CH:9][CH:10]=[C:6]2[N:5]=[CH:4][CH:3]=1.Cl.[C:12]([C:16]1[CH:17]=[C:18]([CH:20]=[C:21]([C:24]([CH3:27])([CH3:26])[CH3:25])[C:22]=1[OH:23])[NH2:19])([CH3:15])([CH3:14])[CH3:13].CCN(C1C=CC=CC=1)CC>C1(C)C=CC=CC=1>[C:12]([C:16]1[CH:17]=[C:18]([NH:19][C:2]2[N:7]3[N:8]=[CH:9][CH:10]=[C:6]3[N:5]=[CH:4][CH:3]=2)[CH:20]=[C:21]([C:24]([CH3:27])([CH3:26])[CH3:25])[C:22]=1[OH:23])([CH3:15])([CH3:14])[CH3:13] |f:1.2|. Procedure details: A suspension of 7-chloropyrazolo[1,5-a]pyrimidine (1.0 g), 3,5-di-t-butyl-4-hydroxyaniline hydrochloride (1.8 g) and diethylaniline (2.3 ml) in toluene (50 ml) is heated at 120° C. for 30 minutes. After cooling, the solvent is distilled off, and the residue is purified by silica gel column chromatography (solvent; CHCl3) to give 7-(3,5-di-t-butyl-4-hydroxyphenyl)aminopyrazolo[1,5-a]pyrimidine (890 mg) as colorless crystal. The reactants are FC1=CC(=C(C=C1)NCC(C(=O)OC)C)[N+](=O)[O-] (methyl 3-(4-fluoro-2-nitrophenylamino)-2-methylpropanoate), [Cl-].[NH4+] (ammonium chloride). Reagents/catalysts: [Zn] (zinc). Run in C(C)O (ethanol). The product is NC1=C(C=CC(=C1)F)NCC(C(=O)OC)C (methyl 3-(2-amino-4-fluorophenylamino)-2-methylpropanoate). The yield is 81.0%. RXN SMILES: [F:1][C:2]1[CH:7]=[CH:6][C:5]([NH:8][CH2:9][CH:10]([CH3:15])[C:11]([O:13][CH3:14])=[O:12])=[C:4]([N+:16]([O-])=O)[CH:3]=1.[Cl-].[NH4+]>C(O)C.[Zn]>[NH2:16][C:4]1[CH:3]=[C:2]([F:1])[CH:7]=[CH:6][C:5]=1[NH:8][CH2:9][CH:10]([CH3:15])[C:11]([O:13][CH3:14])=[O:12] |f:1.2|. Procedure: To a solution of methyl 3-(4-fluoro-2-nitrophenylamino)-2-methylpropanoate (14.0 g, 54.6 mmol) in ethanol (250 mL) were added zinc powder (14.2 g, 218 mmol) and saturated ammonium chloride (28.4 mL) at 0° C. Once addition was completed, the reaction mixture was stirred at reflux for 1 hour. Then the mixture was cooled to room temperature, filtered, and washed with ethanol (200 mL). The organic phase was concentrated in vacuo, dissolved in water (250 mL), and extracted with ethyl acetate (200 mL*... Starting materials: C(C)(C)(C)OC(=O)N1CC(C1)NC=1C=C2N3[C@H](C(NN=C3COC2=CC1C1=C(C=C(C=C1)Cl)Cl)=O)C (3-[7-(2,4-dichloro-phenyl)-4(S)-methyl-3-oxo-2,3,4,10-tetrahydro-9-oxa-1,2,4a-triaza-phenanthren-6-ylamino]-azetidine-1-carboxylic acid tert-butyl ester), C(=O)(C(F)(F)F)O (TFA). Run in C(Cl)Cl (DCM). Reaction conditions: time 2 hour. Yields the product FC(C(=O)O)(F)F.N1CC(C1)NC=1C=C2N3[C@H](C(NN=C3COC2=CC1C1CC1)=O)C (6-(azetidin-3-ylamino)-7-cyclopropyl-4(S)-methyl-2,10-dihydro-9-oxa-1,2,4a-triaza-phenanthren-3-one trifluoroacetic acid). Isolated yield 95.0%. RXN SMILES: C(OC([N:8]1[CH2:11][CH:10]([NH:12][C:13]2[CH:14]=[C:15]3[C:24](=[CH:25][C:26]=2[C:27]2[CH:32]=[CH:31]C(Cl)=CC=2Cl)[O:23][CH2:22][C:21]2[N:16]3[C@@H:17]([CH3:36])[C:18](=[O:35])[NH:19][N:20]=2)[CH2:9]1)=O)(C)(C)C.[C:37]([OH:43])([C:39]([F:42])([F:41])[F:40])=[O:38]>C(Cl)Cl>[F:40][C:39]([F:42])([F:41])[C:37]([OH:43])=[O:38].[NH:8]1[CH2:11][CH:10]([NH:12][C:13]2[CH:14]=[C:15]3[C:24](=[CH:25][C:26]=2[CH:27]2[CH2:32][CH2:31]2)[O:23][CH2:22][C:21]2[N:16]3[C@@H:17]([CH3:36])[C:18](=[O:35])[NH:19][N:20]=2)[CH2:9]1 |f:3.4|. Procedure: To a solution of 3-[7-(2,4-dichloro-phenyl)-4(S)-methyl-3-oxo-2,3,4,10-tetrahydro-9-oxa-1,2,4a-triaza-phenanthren-6-ylamino]-azetidine-1-carboxylic acid tert-butyl ester (Enantiomer 2, SFC (Table 1, Method 12) Rt=8.89 min., 0.280 g, 0.655 mmol) in DCM (9 mL) was added TFA (1.5 mL) and the reaction mixture was stirred for 2 h at ambient temperature. The solution was concentrated in vacuo to give 6-(azetidin-3-ylamino)-7-cyclopropyl-4(S)-methyl-2,10-dihydro-9-oxa-1,2,4a-triaza-phenanthren-3-one tr... Starting materials: [Br-], CC(C)C[P+](c1ccccc1)(c1ccccc1)c1ccccc1, C[Si](C)(C)[N-][Si](C)(C)C, COC(=O)C(=O)c1ccc(Cl)c(Cl)c1, [Na+], C1CCOC1. Product: COC(=O)C(=CC(C)C)c1ccc(Cl)c(Cl)c1. RXN SMILES: [Br-:1].[CH2:2]([CH:3]([CH3:4])[CH3:5])[P+:6]([c:7]1[cH:8][cH:9][cH:10][cH:11][cH:12]1)([c:13]1[cH:14][cH:15][cH:16][cH:17][cH:18]1)[c:19]1[cH:20][cH:21][cH:22][cH:23][cH:24]1.[CH3:25][Si:26]([N-:27][Si:28]([CH3:29])([CH3:30])[CH3:31])([CH3:32])[CH3:33].[CH3:35][O:36][C:37]([C:38](=[O:39])[c:40]1[cH:41][c:42]([Cl:47])[c:43]([Cl:46])[cH:44][cH:45]1)=[O:48].[Na+:34].[O:49]1[CH2:50][CH2:51][CH2:52][CH2:53]1>>[CH:2]([CH:3]([CH3:4])[CH3:5])=[C:38]([C:37]([O:36][CH3:35])=[O:48])[c:40]1[cH:41][c:42]([Cl:47])[c:43]([Cl:46])[cH:44][cH:45]1. Reactants: FC1=C(C=C(C(=C1)Cl)OS(=O)(=O)C)N1N=C(C=C1C)C (1-(2-fluoro-4-chloro-5-methylsulfonyloxyphenyl)-3,5-dimethylpyrazole), S(O)(O)(=O)=O (sulfuric acid), S(O)(O)(=O)=O (sulfuric acid), [N+](=O)(O)[O-] (nitric acid). Run in O (water), O (water). Reaction conditions: time 1 hour. The product is FC1=C(C=C(C(=C1)Cl)OS(=O)(=O)C)N1N=C(C(=C1C)[N+](=O)[O-])C (1-(2-fluoro-4-chloro-5-methylsulfonyloxyphenyl)-3,5-dimethyl-4-nitropyrazole). Isolated yield 90.9%. RXN SMILES: [F:1][C:2]1[CH:7]=[C:6]([Cl:8])[C:5]([O:9][S:10]([CH3:13])(=[O:12])=[O:11])=[CH:4][C:3]=1[N:14]1[C:18]([CH3:19])=[CH:17][C:16]([CH3:20])=[N:15]1.S(=O)(=O)(O)O.[N+:26]([O-])([OH:28])=[O:27]>O>[F:1][C:2]1[CH:7]=[C:6]([Cl:8])[C:5]([O:9][S:10]([CH3:13])(=[O:12])=[O:11])=[CH:4][C:3]=1[N:14]1[C:18]([CH3:19])=[C:17]([N+:26]([O-:28])=[O:27])[C:16]([CH3:20])=[N:15]1. Procedure details: To 1-(2-fluoro-4-chloro-5-methylsulfonyloxyphenyl)-3,5-dimethylpyrazole (31.9 g) was added 95% sulfuric acid (35 ml) and then added dropwise an acid mixture of 95% sulfuric acid (7.5 ml) and 61% nitric acid (10.3 g) under cooling with iced water, and the reaction mixture was stirred at room temperature for further one hour, and was then poured into iced water. The reaction mixture was extracted with toluene and the resulting toluene layer was washed with 1N aqueous sodium hydroxide solution and ...